Task: describe an organic reaction: reactants, conditions, products, and yield. Dataset: the Open Reaction Database (ORD), a public repository of structured organic reaction records The reactants are FC1=C(C#N)C=CC=C1 (2-fluorobenzonitrile), N1CCCC1 (pyrrolidine). Yields the product N1(CCCC1)C1=C(C#N)C=CC=C1 (2-(1-Pyrrolidinyl)benzonitrile). Reaction SMILES: F[C:2]1[CH:9]=[CH:8][CH:7]=[CH:6][C:3]=1[C:4]#[N:5].[NH:10]1[CH2:14][CH2:13][CH2:12][CH2:11]1>>[N:10]1([C:2]2[CH:9]=[CH:8][CH:7]=[CH:6][C:3]=2[C:4]#[N:5])[CH2:14][CH2:13][CH2:12][CH2:11]1. Procedure details: According to a similar manner to that in Reference Example 12, the title compound was synthesized from 2-fluorobenzonitrile and pyrrolidine.